Dataset: the Open Reaction Database (ORD), a public repository of structured organic reaction records. Task: describe an organic reaction: reactants, conditions, products, and yield Starting materials: Cc1ccccc1, CNc1ncc(F)c(-c2cccnc2Cl)n1, [K+], [K+], Cc1ccc(C(=O)Nc2cccc(C(C)C)c2)cc1N, O=C([O-])[O-], CC(=O)[O-], CC(=O)[O-], O, [Pd+2]. Product: CNc1ncc(F)c(-c2cccnc2Nc2cc(C(=O)Nc3cccc(C(C)C)c3)ccc2C)n1. RXN SMILES: [CH3:43][c:44]1[cH:45][cH:46][cH:47][cH:48][cH:49]1.[Cl:1][c:2]1[n:3][cH:4][cH:5][cH:6][c:7]1-[c:8]1[n:9][c:10]([NH:15][CH3:16])[n:11][cH:12][c:13]1[F:14].[K+:37].[K+:38].[NH2:17][c:18]1[cH:19][c:20]([C:21](=[O:22])[NH:23][c:24]2[cH:25][c:26]([CH:30]([CH3:31])[CH3:32])[cH:27][cH:28][cH:29]2)[cH:33][cH:34][c:35]1[CH3:36].[O-:39][C:40]([O-:41])=[O:42].[O-:52][C:53]([CH3:54])=[O:55].[O-:56][C:57]([CH3:58])=[O:59].[OH2:50].[Pd+2:51]>>[c:2]1([NH:17][c:18]2[cH:19][c:20]([C:21](=[O:22])[NH:23][c:24]3[cH:25][c:26]([CH:30]([CH3:31])[CH3:32])[cH:27][cH:28][cH:29]3)[cH:33][cH:34][c:35]2[CH3:36])[n:3][cH:4][cH:5][cH:6][c:7]1-[c:8]1[n:9][c:10]([NH:15][CH3:16])[n:11][cH:12][c:13]1[F:14].